From a dataset of the Open Reaction Database (ORD), a public repository of structured organic reaction records. describe an organic reaction: reactants, conditions, products, and yield Reactants: C1=CC=CC=2C3=CC=CC=C3C(C12)CC(=O)C1=CC=NC=C1 (2-(9H-fluoren-9-yl)-1-pyridin-4-yl-ethanone), Cl.NO (hydroxylamine hydrochloride), C(=O)(O)[O-].[Na+] (NaHCO3). Product: C1=CC=CC=2C3=CC=CC=C3C(C12)CC(=NO)C1=CC=NC=C1 (2-(9H-Fluoren-9-yl)-1-pyridin-4-yl-ethanone oxime). Reaction SMILES: [CH:1]1[C:13]2[CH:12]([CH2:14][C:15]([C:17]3[CH:22]=[CH:21][N:20]=[CH:19][CH:18]=3)=O)[C:11]3[C:6](=[CH:7][CH:8]=[CH:9][CH:10]=3)[C:5]=2[CH:4]=[CH:3][CH:2]=1.Cl.[NH2:24][OH:25].C([O-])(O)=O.[Na+]>>[CH:1]1[C:13]2[CH:12]([CH2:14][C:15]([C:17]3[CH:22]=[CH:21][N:20]=[CH:19][CH:18]=3)=[N:24][OH:25])[C:11]3[C:6](=[CH:7][CH:8]=[CH:9][CH:10]=3)[C:5]=2[CH:4]=[CH:3][CH:2]=1 |f:1.2,3.4|. Procedure: In analogy to example 1, step 2, from 2-(9H-fluoren-9-yl)-1-pyridin-4-yl-ethanone and hydroxylamine hydrochloride in the presence of NaHCO3 was prepared the title compound as a mixture of E and Z isomers (1:1) as a white foam, MS (ESI+): m/z=301.3 ([M+H]+). The reactants are OC(C1=CC(=CC=C1)OC1=NC=C(C=C1)C(F)(F)F)P(OCC)(OCC)=O (diethyl hydroxy(3-(5-(trifluoromethyl)pyridin-2-yloxy)phenyl)methylphosphonate), CCN(CC)S(F)(F)F (DAST), CCN(CC)S(F)(F)F (DAST). The solvent is C(Cl)Cl (CH2Cl2). Reaction conditions: time 2 hour. Yields the product FC(C1=CC(=CC=C1)OC1=NC=C(C=C1)C(F)(F)F)P(OCC)(OCC)=O (Diethyl fluoro(3-(5-(trifluoromethyl)pyridin-2-yloxy)phenyl)methylphosphonate). The yield is 72.1%. As a reaction SMILES: O[CH:2]([P:20](=[O:27])([O:24][CH2:25][CH3:26])[O:21][CH2:22][CH3:23])[C:3]1[CH:8]=[CH:7][CH:6]=[C:5]([O:9][C:10]2[CH:15]=[CH:14][C:13]([C:16]([F:19])([F:18])[F:17])=[CH:12][N:11]=2)[CH:4]=1.CCN(S(F)(F)[F:34])CC>C(Cl)Cl>[F:34][CH:2]([P:20](=[O:27])([O:24][CH2:25][CH3:26])[O:21][CH2:22][CH3:23])[C:3]1[CH:8]=[CH:7][CH:6]=[C:5]([O:9][C:10]2[CH:15]=[CH:14][C:13]([C:16]([F:19])([F:18])[F:17])=[CH:12][N:11]=2)[CH:4]=1. Reported procedure: To a solution of diethyl hydroxy(3-(5-(trifluoromethyl)pyridin-2-yloxy)phenyl)methylphosphonate (1.3 g, 3.2 mmol) in dry CH2Cl2 at −78° C. was added DAST (0.3 mL, 3.82 mmol) dropwise very slowly. The reaction mixture was allowed to reach RT, and stirred for 2 h. After completion of the reaction, excess DAST was quenched with water at 0° C. The mixture was extracted with CH2Cl2, dried and concentrated to dryness, and the residue was purified by column chromatography to give the pure title compoun... The reactants are CCCC(C)(C)COc1nc(N)c2ncn(C3CCCCO3)c2n1, ClC(Cl)Cl, ClCCl, O=C1CCC(=O)N1Br. The product is CCCC(C)(C)COc1nc(N)c2nc(Br)n(C3CCCCO3)c2n1. As a reaction SMILES: [CH3:1][C:2]([CH2:3][O:4][c:5]1[n:6][c:7]([NH2:20])[c:8]2[n:9][cH:10][n:11]([CH:14]3[O:15][CH2:16][CH2:17][CH2:18][CH2:19]3)[c:12]2[n:13]1)([CH2:21][CH2:22][CH3:23])[CH3:24].[CH:36]([Cl:37])([Cl:38])[Cl:39].[Cl:33][CH2:34][Cl:35].[O:25]=[C:26]1[N:27]([Br:32])[C:28](=[O:29])[CH2:30][CH2:31]1>>[CH3:1][C:2]([CH2:3][O:4][c:5]1[n:6][c:7]([NH2:20])[c:8]2[n:9][c:10]([Br:32])[n:11]([CH:14]3[O:15][CH2:16][CH2:17][CH2:18][CH2:19]3)[c:12]2[n:13]1)([CH2:21][CH2:22][CH3:23])[CH3:24]. The reactants are N#CN (cyanamide), Cl.ClCCCC=1C(=NNC1C)C (4-(3-chloropropyl)-3,5-dimethyl-1H-pyrazole hydrochloride). The solvent is O (water), C(C)O (ethanol). Run at temperature 80 celsius, time 1 day. Yields the product Cl.ClCCCC=1C(=NN(C1C)C(=N)N)C (4-(3-chloropropyl)-3,5-dimethyl-1H-pyrazole-1-carboxamidine hydrochloride). Isolated yield 47.1%. Reaction SMILES: [N:1]#[C:2][NH2:3].Cl.[Cl:5][CH2:6][CH2:7][CH2:8][C:9]1[C:10]([CH3:15])=[N:11][NH:12][C:13]=1[CH3:14]>O.C(O)C>[ClH:5].[Cl:5][CH2:6][CH2:7][CH2:8][C:9]1[C:13]([CH3:14])=[N:12][N:11]([C:2]([NH2:3])=[NH:1])[C:10]=1[CH3:15] |f:1.2,5.6|. Procedure: A solution of 0.17 g of cyanamide in 0.3 ml of water was added to a solution of 0.46 g of 4-(3-chloropropyl)-3,5-dimethyl-1H-pyrazole hydrochloride in 5 ml of ethanol, and the reaction mixture was stirred for one day at 80° C. the solvent was removed by distillation under reduced pressure, and the resulting residue was recrystallized from isopropanol-diisopropylether to obtain 0.13 g of 4-(3-chloropropyl)-3,5-dimethyl-1H-pyrazole-1-carboxamidine hydrochloride. RXN SMILES: Br[C:2]12[CH2:11][C:6]3([CH3:12])[CH2:7][CH:8]([CH2:10][C:4]([CH3:13])([CH2:5]3)[CH2:3]1)[CH2:9]2.[NH2:14]C(N)=O.Cl.[OH-].[Na+]>C(O)=O>[NH2:14][C:2]12[CH2:11][C:6]3([CH3:12])[CH2:7][CH:8]([CH2:10][C:4]([CH3:13])([CH2:5]3)[CH2:3]1)[CH2:9]2 |f:3.4|. Starting materials: [OH-].[Na+] (sodium hydroxide), BrC12CC3(CC(CC(C1)C3)(C2)C)C (1-bromo-3,5-dimethyl adamantane), NC(=O)N (urea), Cl (hydrochloric acid). Procedure details: To 100 g of 1-bromo-3,5-dimethyl adamantane and 10 g of urea, adding 60 ml of anhydrous formic acid, heating to 150° C. and hold for 1 hour. Cooling to the room temperature and adding 95 ml of concentrated hydrochloric acid to hydrolyze at 100° C. for 1 hour. Adjusting with 30% sodium hydroxide solution until the solution becomes basic. Extracting with toluene twice, combining the organic layers and washing with water. Concentrating under reduced pressure to yield a limpid yellow solution as 1-a... The product is NC12CC3(CC(CC(C1)C3)(C2)C)C (1-amino-3,5-dimethyl adamantane). Run in C(=O)O (formic acid). Run at temperature 150 celsius, time 1 hour. Reactants: CN=C=S, CC(C)O, NCCOCc1c[nH]cn1. The product is CNC(=S)NCCOCc1c[nH]cn1. Reaction SMILES: [CH3:11][N:12]=[C:13]=[S:14].[CH:15]([OH:16])([CH3:17])[CH3:18].[NH2:1][CH2:2][CH2:3][O:4][CH2:5][c:6]1[n:7][cH:8][nH:9][cH:10]1>>[NH:1]([CH2:2][CH2:3][O:4][CH2:5][c:6]1[n:7][cH:8][nH:9][cH:10]1)[C:13]([NH:12][CH3:11])=[S:14]. Starting materials: N,N-Dicyclohexylcarbodiimide, ClC=1C=C(C(=O)O)C=CC1C1CCCCC1 (3-chloro-4-cyclohexyl benzoic acid), ONC(C1=CC=C(C=C1)CO)=N (N-hydroxy-4-hydroxymethylbenzamidine), O.ON1N=NC2=C1C=CC=C2 (N-hydroxybenzotriazole monohydrate). Solvent: CN(C=O)C (N,N-dimethylformamide). Conditions: temperature 132.5 celsius, time 2 hour. The product is ClC=1C=C(C=CC1C1CCCCC1)C1=NC(=NO1)C1=CC=C(C=C1)CO ({4-[5-(3-chloro-4-cyclohexylphenyl)-[1,2,4]-oxadiazol-3-yl]phenyl}methanol). Reaction SMILES: [Cl:1][C:2]1[CH:3]=[C:4]([CH:8]=[CH:9][C:10]=1[CH:11]1[CH2:16][CH2:15][CH2:14][CH2:13][CH2:12]1)[C:5]([OH:7])=O.O[NH:18][C:19](=[NH:28])[C:20]1[CH:25]=[CH:24][C:23]([CH2:26][OH:27])=[CH:22][CH:21]=1.O.ON1C2C=CC=CC=2N=N1>CN(C)C=O>[Cl:1][C:2]1[CH:3]=[C:4]([C:5]2[O:7][N:28]=[C:19]([C:20]3[CH:25]=[CH:24][C:23]([CH2:26][OH:27])=[CH:22][CH:21]=3)[N:18]=2)[CH:8]=[CH:9][C:10]=1[CH:11]1[CH2:16][CH2:15][CH2:14][CH2:13][CH2:12]1 |f:2.3|. Reported procedure: N,N-Dicyclohexylcarbodiimide (0.615 g, 0.003 mol) is added to a solution of 3-chloro-4-cyclohexyl benzoic acid (0.475 g, 0.002 mol), N-hydroxy-4-hydroxymethylbenzamidine (0.45 g, 0.003 mol) and N-hydroxybenzotriazole monohydrate (0.457 g, 0.003 mol) in N,N-dimethylformamide (10 mL). The reaction mixture is stirred at 130-135° C. for 2 hrs. It is then cooled to 0-5° C., filtered and washed with dichloromethane (2×20 mL). The filtrate is evaporated under reduced pressure and the residue is treated...